Dataset: the Open Reaction Database (ORD), a public repository of structured organic reaction records. Task: describe an organic reaction: reactants, conditions, products, and yield Starting materials: B, Nc1c(C(=O)O)c(C(F)(F)F)nn1-c1c(Cl)cc(C(F)(F)F)cc1Cl, [Na+], C1CCOC1, [OH-]. Product: Cc1c(C(F)(F)F)nn(-c2c(Cl)cc(C(F)(F)F)cc2Cl)c1N. RXN SMILES: [BH3:26].[NH2:1][c:2]1[c:3]([C:23]([OH:24])=[O:25])[c:4]([C:19]([F:20])([F:21])[F:22])[n:5][n:6]1-[c:7]1[c:8]([Cl:18])[cH:9][c:10]([C:14]([F:15])([F:16])[F:17])[cH:11][c:12]1[Cl:13].[Na+:28].[O:29]1[CH2:30][CH2:31][CH2:32][CH2:33]1.[OH-:27]>>[NH2:1][c:2]1[c:3]([CH3:23])[c:4]([C:19]([F:20])([F:21])[F:22])[n:5][n:6]1-[c:7]1[c:8]([Cl:18])[cH:9][c:10]([C:14]([F:15])([F:16])[F:17])[cH:11][c:12]1[Cl:13]. Starting materials: O (water), ClCCCCSC1=CC=CC=2N1C=CN2 (5-(4-chlorobutylthio)imidazo[1,2-a]pyridine), [K].O1C(NC(C1)=O)=O (oxazolidine-2,4-dione potassium salt), [I-].[Na+] (sodium iodide). Run in CN(C=O)C (N,N-dimethylformamide). Conditions: temperature 80 celsius, time 16 hour. Yields the product N=1C=CN2C1C=CC=C2SCCCCN2C(OCC2=O)=O (3-[4-(imidazo[1,2-a]pyridin-5-ylthio)butyl]-oxazolidine-2,4-dione). Reaction SMILES: Cl[CH2:2][CH2:3][CH2:4][CH2:5][S:6][C:7]1[N:12]2[CH:13]=[CH:14][N:15]=[C:11]2[CH:10]=[CH:9][CH:8]=1.[K].[O:17]1[CH2:21][C:20](=[O:22])[NH:19][C:18]1=[O:23].[I-].[Na+].O>CN(C)C=O>[N:15]1[CH:14]=[CH:13][N:12]2[C:7]([S:6][CH2:5][CH2:4][CH2:3][CH2:2][N:19]3[C:20](=[O:22])[CH2:21][O:17][C:18]3=[O:23])=[CH:8][CH:9]=[CH:10][C:11]=12 |f:1.2,3.4,^1:15|. Reported procedure: To a solution of 6.30 g (26.2 mmol) of 5-(4-chlorobutylthio)imidazo[1,2-a]pyridine and 3.64 g (26.2 mmol) of oxazolidine-2,4-dione potassium salt in 100 ml of N,N-dimethylformamide, 3.92 g (26.2 mmol) of sodium iodide was added, followed by stirring at 80° C. for 16 hours. After cooling, the reaction mixture was poured into water and extracted with ethyl acetate. The organic layer was washed with water and dried, after which the solvent was distilled off. The residue was purified by column chrom... Starting materials: Cc1ccccc1, C1=CCCC=C1, O=S(=O)(C=CS(=O)(=O)c1ccccc1)c1ccccc1. Yields the product O=S(=O)(c1ccccc1)C1C2C=CC(CC2)C1S(=O)(=O)c1ccccc1. As a reaction SMILES: [CH3:27][c:28]1[cH:29][cH:30][cH:31][cH:32][cH:33]1.[CH:1]1=[CH:2][CH:3]=[CH:4][CH2:5][CH2:6]1.[c:7]1([S:13](=[O:14])(=[O:15])[CH:16]=[CH:17][S:18](=[O:19])(=[O:20])[c:21]2[cH:22][cH:23][cH:24][cH:25][cH:26]2)[cH:8][cH:9][cH:10][cH:11][cH:12]1>>[CH:1]1=[CH:2][CH:3]2[CH2:4][CH2:5][CH:6]1[CH:16]([S:13]([c:7]1[cH:8][cH:9][cH:10][cH:11][cH:12]1)(=[O:14])=[O:15])[CH:17]2[S:18](=[O:19])(=[O:20])[c:21]1[cH:22][cH:23][cH:24][cH:25][cH:26]1. The reactants are CN(C)c1ccncc1, CCO, CCOC(=O)c1cc(Cl)nc2ccccc12, Nc1ccc(S)cc1. Yields the product CCOC(=O)c1cc(Sc2ccc(N)cc2)nc2ccccc12. As a reaction SMILES: [CH3:25][N:26]([CH3:27])[c:28]1[cH:29][cH:30][n:31][cH:32][cH:33]1.[CH3:34][CH2:35][OH:36].[Cl:1][c:2]1[n:3][c:4]2[cH:5][cH:6][cH:7][cH:8][c:9]2[c:10]([C:12](=[O:13])[O:14][CH2:15][CH3:16])[cH:11]1.[NH2:17][c:18]1[cH:19][cH:20][c:21]([SH:24])[cH:22][cH:23]1>>[c:2]1([S:24][c:21]2[cH:20][cH:19][c:18]([NH2:17])[cH:23][cH:22]2)[n:3][c:4]2[cH:5][cH:6][cH:7][cH:8][c:9]2[c:10]([C:12](=[O:13])[O:14][CH2:15][CH3:16])[cH:11]1. Reactants: C(C)(=O)O[C@@]1([C@]2(C)[C@@H](CC1)[C@@H]1C=CC3=CC(CC[C@]3(C)[C@H]1CC2)=O)C (17β-acetoxy-17α-methylandrosta-4,6-dien-3-one), [C-]#N.C(C)[Al+]CC (diethyl aluminum cyanide), C(=O)([O-])C(O)C(O)C(=O)[O-].[Na+].[K+] (potassium sodium tartrate). Run in C1(=CC=CC=C1)C (toluene), C(C)(=O)OCC (ethyl acetate). Run at time 24 hour. Product: C(C)(=O)O[C@@]1([C@]2(C)[C@@H](CC1)[C@@H]1[C@@H](CC3=CC(CC[C@]3(C)[C@H]1CC2)=O)C#N)C (17β-acetoxy-17α-methyl-3-oxoandrost-4-ene-7α-carbonitrile). Isolated yield 70.5%. As a reaction SMILES: [C:1]([O:4][C@@:5]1([CH3:25])[CH2:10][CH2:9][C@H:8]2[C@H:11]3[C@H:21]([CH2:22][CH2:23][C@:6]12[CH3:7])[C@:19]1([CH3:20])[C:14](=[CH:15][C:16](=[O:24])[CH2:17][CH2:18]1)[CH:13]=[CH:12]3)(=[O:3])[CH3:2].[C-:26]#[N:27].C([Al+]CC)C.C(C(C(C([O-])=O)O)O)([O-])=O.[Na+].[K+]>C1(C)C=CC=CC=1.C(OCC)(=O)C>[C:1]([O:4][C@@:5]1([CH3:25])[CH2:10][CH2:9][C@H:8]2[C@H:11]3[C@H:21]([CH2:22][CH2:23][C@:6]12[CH3:7])[C@:19]1([CH3:20])[C:14](=[CH:15][C:16](=[O:24])[CH2:17][CH2:18]1)[CH2:13][C@H:12]3[C:26]#[N:27])(=[O:3])[CH3:2] |f:1.2,3.4.5|. Reported procedure: At room temperature, 17.1 g of 17β-acetoxy-17α-methylandrosta-4,6-dien-3-one [U.S. Pat. No. 3,033,752 (1962)] in 170 ml of toluene is combined with 100 ml of diethyl aluminum cyanide solution (1 mole in toluene). After 24 hours, the reaction mixture is introduced into a potassium sodium tartrate solution, diluted with ethyl acetate, and the mixture is stirred for 1 hour at room temperature, extracted with ethyl acetate, the organic phase is washed with water, dried, and concentrated under vacuum... Reactants: N1(CCNCC1)C1=CC=C(C=N1)C1=CC=2N(N=C1)C(=CN2)C=2C=C(C=CC2)NC(=O)NCC(F)(F)F (N-{3-[7-(6-piperazin-1-ylpyridin-3-yl)imidazo[1,2-b]pyridazin-3-yl]phenyl}-N′-(2,2,2-trifluoroethyl)urea), N1(CCCC1)C(=O)Cl (1-pyrrolidinecarbonyl chloride), C(C)(C)N(C(C)C)CC (N,N-diisopropylethylamine). The solvent is CS(=O)C (DMSO), CS(=O)C (DMSO). Conditions: time 1 hour. Yields the product N1(CCCC1)C(=O)N1CCN(CC1)C1=CC=C(C=N1)C1=CC=2N(N=C1)C(=CN2)C=2C=C(C=CC2)NC(=O)NCC(F)(F)F (N-[3-(7-{6-[4-(pyrrolidin-1-ylcarbonyl)piperazin-1-yl]pyridin-3-yl}imidazo[1,2-b]pyridazin-3-yl)phenyl]-N′-(2,2,2-trifluoroethyl)urea). RXN SMILES: [N:1]1([C:7]2[N:12]=[CH:11][C:10]([C:13]3[CH:18]=[N:17][N:16]4[C:19]([C:22]5[CH:23]=[C:24]([NH:28][C:29]([NH:31][CH2:32][C:33]([F:36])([F:35])[F:34])=[O:30])[CH:25]=[CH:26][CH:27]=5)=[CH:20][N:21]=[C:15]4[CH:14]=3)=[CH:9][CH:8]=2)[CH2:6][CH2:5][NH:4][CH2:3][CH2:2]1.[N:37]1([C:42](Cl)=[O:43])[CH2:41][CH2:40][CH2:39][CH2:38]1.C(N(CC)C(C)C)(C)C>CS(C)=O>[N:37]1([C:42]([N:4]2[CH2:5][CH2:6][N:1]([C:7]3[N:12]=[CH:11][C:10]([C:13]4[CH:18]=[N:17][N:16]5[C:19]([C:22]6[CH:23]=[C:24]([NH:28][C:29]([NH:31][CH2:32][C:33]([F:34])([F:35])[F:36])=[O:30])[CH:25]=[CH:26][CH:27]=6)=[CH:20][N:21]=[C:15]5[CH:14]=4)=[CH:9][CH:8]=3)[CH2:2][CH2:3]2)=[O:43])[CH2:41][CH2:40][CH2:39][CH2:38]1. Procedure details: A mixture of N-{3-[7-(6-piperazin-1-ylpyridin-3-yl)imidazo[1,2-b]pyridazin-3-yl]phenyl}-N′-(2,2,2-trifluoroethyl)urea (20.5 mg, 0.0413 mmol) HCl salt, 1-pyrrolidinecarbonyl chloride (6.84 μL, 0.0619 mmol) and N,N-diisopropylethylamine (40.0 μL, 0.230 mmol) in DMSO (0.5 mL) was stirred at r.t. for 1 h. The mixture was diluted with DMSO, and purified by RP-HPLC (pH=10) to afford the desired product. LCMS (M+H)+: m/z=594.2. Starting materials: BrC1=CC=C(CBr)C=C1 (4-bromo-benzyl bromide), [H-].[Na+] (Sodium hydride), oil, C(C)(C)O (isopropanol). Solvent: CN(C=O)C (N,N-dimethylformamide). Reaction conditions: time 25 minute. Yields the product BrC1=CC=C(C=C1)COC(C)C (1-bromo-4-isopropoxymethylbenzene). The yield is 85.0%. Reaction SMILES: [H-].[Na+].[CH:3]([OH:6])([CH3:5])[CH3:4].[Br:7][C:8]1[CH:15]=[CH:14][C:11]([CH2:12]Br)=[CH:10][CH:9]=1>CN(C)C=O>[Br:7][C:8]1[CH:15]=[CH:14][C:11]([CH2:12][O:6][CH:3]([CH3:5])[CH3:4])=[CH:10][CH:9]=1 |f:0.1|. Procedure details: 60% Sodium hydride in mineral oil (0.96 g, 24 mmol) was added to a solution of isopropanol (7.59 mL, 36 mmol) in dry N,N-dimethylformamide (30 mL) at 0° to 5° C. under argon atmosphere. After the mixture was stirred for about 25 minutes, 4-bromo-benzyl bromide was added and the mixture stirred at 20° C. for an additional 1 hour. The solution was partitioned between saturated ammonium chloride (50 mL) and diethyl ether (50 mL). The aqueous phase was extracted with diethyl ether (3×20 mL), and the... Starting materials: C(C)(C)(C)OC(=O)N1CCC(CC1)OC1=CC=C(C=C1)N(S(=O)(=O)NC(OC(C)(C)C)=O)CC1=CC2=CC(=CC=C2C=C1)C#N (t-Butyl N-[N-[4-[(1-t-butoxycarbonyl-4-piperidyl)oxy]phenyl]-N-[(7-cyano-2-naphthyl)methyl]sulfamoyl]carbamate), Example 42, C1(=CC=CC=C1)P(C1=CC=CC=C1)C1=CC=CC=C1 (triphenylphosphine), CO (methanol), N(=NC(=O)OCC)C(=O)OCC (diethyl azodicarboxylate). Solvent: O1CCCC1 (tetrahydrofuran). Reaction conditions: time 40 minute. Yields the product C(C)(C)(C)OC(=O)N1CCC(CC1)OC1=CC=C(C=C1)N(S(=O)(=O)N(C(OC(C)(C)C)=O)C)CC1=CC2=CC(=CC=C2C=C1)C#N (t-butyl N-[N-[4-[(1-t-butoxycarbonyl-4-piperidyl)oxy]phenyl]-N-[(7-cyano-2-naphthyl)methyl]sulfamoyl]-N-methylcarbamate). RXN SMILES: [C:1]([O:5][C:6]([N:8]1[CH2:13][CH2:12][CH:11]([O:14][C:15]2[CH:20]=[CH:19][C:18]([N:21]([CH2:33][C:34]3[CH:43]=[CH:42][C:41]4[C:36](=[CH:37][C:38]([C:44]#[N:45])=[CH:39][CH:40]=4)[CH:35]=3)[S:22]([NH:25][C:26](=[O:32])[O:27][C:28]([CH3:31])([CH3:30])[CH3:29])(=[O:24])=[O:23])=[CH:17][CH:16]=2)[CH2:10][CH2:9]1)=[O:7])([CH3:4])([CH3:3])[CH3:2].[C:46]1(P(C2C=CC=CC=2)C2C=CC=CC=2)C=CC=CC=1.CO.N(C(OCC)=O)=NC(OCC)=O>O1CCCC1>[C:1]([O:5][C:6]([N:8]1[CH2:9][CH2:10][CH:11]([O:14][C:15]2[CH:20]=[CH:19][C:18]([N:21]([CH2:33][C:34]3[CH:43]=[CH:42][C:41]4[C:36](=[CH:37][C:38]([C:44]#[N:45])=[CH:39][CH:40]=4)[CH:35]=3)[S:22]([N:25]([CH3:46])[C:26](=[O:32])[O:27][C:28]([CH3:31])([CH3:30])[CH3:29])(=[O:24])=[O:23])=[CH:17][CH:16]=2)[CH2:12][CH2:13]1)=[O:7])([CH3:2])([CH3:3])[CH3:4]. Reported procedure: t-Butyl N-[N-[4-[(1-t-butoxycarbonyl-4-piperidyl)oxy]phenyl]-N-[(7-cyano-2-naphthyl)methyl]sulfamoyl]carbamate obtained in Reference Example 42 (172 mg) was dissolved in 0.7 ml of tetrahydrofuran, 139 mg of triphenylphosphine, 32 μl of methanol and 83 μl of diethyl azodicarboxylate was added to the solution at 0° C., and then the mixture was stirred at room temperature for 40 minutes. The reaction solution was evaporated, and the resulting residue was purified by silica gel column chromatography...